From a dataset of the Open Reaction Database (ORD), a public repository of structured organic reaction records. describe an organic reaction: reactants, conditions, products, and yield Starting materials: C(C1=CC=CC=C1)C=1C(=NC=C(C1)C=CC(=O)OCC)OC (3-benzyl-5-(2-ethoxycarbonylethenyl)-2-methoxypyridine), [H][H] (hydrogen). Reagents/catalysts: [C].[Pd] (palladium carbon). Run in C(C)O (ethanol). The product is C(C1=CC=CC=C1)C=1C(=NC=C(C1)CCC(=O)OCC)OC (3-Benzyl-5-(2-ethoxycarbonylethyl)-2-methoxypyridine). Isolated yield 99.3%. As a reaction SMILES: [CH2:1]([C:8]1[C:9]([O:21][CH3:22])=[N:10][CH:11]=[C:12]([CH:14]=[CH:15][C:16]([O:18][CH2:19][CH3:20])=[O:17])[CH:13]=1)[C:2]1[CH:7]=[CH:6][CH:5]=[CH:4][CH:3]=1.[H][H]>[C].[Pd].C(O)C>[CH2:1]([C:8]1[C:9]([O:21][CH3:22])=[N:10][CH:11]=[C:12]([CH2:14][CH2:15][C:16]([O:18][CH2:19][CH3:20])=[O:17])[CH:13]=1)[C:2]1[CH:3]=[CH:4][CH:5]=[CH:6][CH:7]=1 |f:2.3|. Reported procedure: A mixture of 950 mg of 3-benzyl-5-(2-ethoxycarbonylethenyl)-2-methoxypyridine, 90 mg of 10% palladium carbon and 10 ml of ethanol was stirred at room temperature for one hour in a hydrogen atmosphere. After the atmosphere in the system was replaced by nitrogen, the mixture was filtered through Celite. The solvent was removed, to give 950 mg of the target compound. Yields the product O=Cc1cc(F)cc2c1ccn2S(=O)(=O)c1ccccc1. Starting materials: C=Cc1cc(F)cc2c1ccn2S(=O)(=O)c1ccccc1, [O-][I+3]([O-])([O-])[O-], [Na+], C1COCCO1, O=[Os](=O)(=O)=O, O, Cc1cccc(C)n1. RXN SMILES: [F:1][c:2]1[cH:3][c:4]([CH:20]=[CH2:21])[c:5]2[cH:6][cH:7][n:8]([S:11](=[O:12])(=[O:13])[c:14]3[cH:15][cH:16][cH:17][cH:18][cH:19]3)[c:9]2[cH:10]1.[I+3:30]([O-:31])([O-:32])([O-:33])[O-:34].[Na+:35].[O:36]1[CH2:37][CH2:38][O:39][CH2:40][CH2:41]1.[O:43]=[Os:44](=[O:45])(=[O:46])=[O:47].[OH2:42].[n:22]1[c:23]([CH3:24])[cH:25][cH:26][cH:27][c:28]1[CH3:29]>>[F:1][c:2]1[cH:3][c:4]([CH:20]=[O:31])[c:5]2[cH:6][cH:7][n:8]([S:11](=[O:12])(=[O:13])[c:14]3[cH:15][cH:16][cH:17][cH:18][cH:19]3)[c:9]2[cH:10]1.